Task: describe an organic reaction: reactants, conditions, products, and yield. Dataset: the Open Reaction Database (ORD), a public repository of structured organic reaction records RXN SMILES: [CH2:23]1[O:24][CH2:25][CH2:26][CH2:27]1.[CH3:1][c:2]1[c:3]([CH2:4][O:5][c:6]2[c:7]([CH3:17])[c:8]([C:9](=[O:10])[O:11][CH2:12][CH3:13])[cH:14][cH:15][cH:16]2)[c:18]([CH3:22])[cH:19][cH:20][cH:21]1>>[CH3:1][c:2]1[c:3]([CH2:4][O:5][c:6]2[c:7]([CH3:17])[c:8]([CH2:9][OH:10])[cH:14][cH:15][cH:16]2)[c:18]([CH3:22])[cH:19][cH:20][cH:21]1. Product: Cc1cccc(C)c1COc1cccc(CO)c1C. The reactants are C1CCOC1, CCOC(=O)c1cccc(OCc2c(C)cccc2C)c1C. The reactants are FC1=C(C(=O)C(C(=O)OCC)=CNC[C@H]2N(CCC2)CC)C=C(C(=N1)F)I ((S)-ethyl 2-(2,6-difluoro-5-iodonicotinoyl)-3-((1-ethylpyrrolidin-2-yl)methylamino)acrylate), CN(CCN)C (N1,N1-dimethylethane-1,2-diamine), FC1=C(C(=O)C(C(=O)OCC)=CNC[C@H]2N(CCC2)CC)C=C(C(=N1)F)I ((S)-ethyl 2-(2,6-difluoro-5-iodonicotinoyl)-3-((1-ethylpyrrolidin-2-yl)methylamino)acrylate), C(=O)([O-])[O-].[K+].[K+] (K2CO3). The solvent is CN(C)C=O (DMF). Run at temperature 90 celsius, time 15 minute. The product is CN(CCNC1=C(C=C2C(C(=CN(C2=N1)C[C@H]1N(CCC1)CC)C(=O)OCC)=O)I)C ((S)-ethyl 7-(2-(dimethylamino)ethylamino)-1-((1-ethylpyrrolidin-2-yl)methyl)-6-iodo-4-oxo-1,4-dihydro-1,8-naphthyridine-3-carboxylate). RXN SMILES: F[C:2]1[N:25]=[C:24](F)[C:23]([I:27])=[CH:22][C:3]=1[C:4]([C:6](=[CH:12][NH:13][CH2:14][C@@H:15]1[CH2:19][CH2:18][CH2:17][N:16]1[CH2:20][CH3:21])[C:7]([O:9][CH2:10][CH3:11])=[O:8])=[O:5].C([O-])([O-])=O.[K+].[K+].[CH3:34][N:35]([CH3:39])[CH2:36][CH2:37][NH2:38]>CN(C=O)C>[CH3:34][N:35]([CH3:39])[CH2:36][CH2:37][NH:38][C:24]1[N:25]=[C:2]2[C:3]([C:4](=[O:5])[C:6]([C:7]([O:9][CH2:10][CH3:11])=[O:8])=[CH:12][N:13]2[CH2:14][C@@H:15]2[CH2:19][CH2:18][CH2:17][N:16]2[CH2:20][CH3:21])=[CH:22][C:23]=1[I:27] |f:1.2.3|. Reported procedure: (S)-ethyl 2-(2,6-difluoro-5-iodonicotinoyl)-3-((1-ethylpyrrolidin-2-yl)methylamino)acrylate (Intermediate 38, 0.360 g, 0.73 mmol) was taken up in DMF (5 mL), K2CO3 (0.303 g, 2.19 mmol) was added and reaction mixture was heated to 90° C. for 15 min. The reaction mixture cooled to room temperature and N1,N1-dimethylethane-1,2-diamine (0.080 mL, 0.73 mmol) was added and stirred for 15 min. The reaction mixture was quenched with water and extracted with EtOAc 3 times. The combined organics were wash... Product: ClC1=CC=C(C=C1)C=1ON=C2C1C=C(C=C2)C(O)C2=CN=CN2C (4-chlorophenyl-α-(1-methyl-1H-imidazol-5-yl)-2,1-benzisoxazole-5-methanol). The solvent is hexanes, C1CCOC1 (THF), C1CCOC1 (THF). Reactants: C(CCC)[Li] (Butyllithium), CN1C=NC=C1 (1-methylimidazole), C(CCC)[Li] (Butyllithium), ClC1=CC=C(C=C1)C(=O)C=1C=CC=2C(=C(ON2)C2=CC(=CC=C2)Cl)C1 ((4-chlorophenyl)[3-(3-chlorophenyl)-2,1-benzisoxazol-5-yl]methanone), Cl[Si](CC)(CC)CC (Chlorotriethylsilane). Reaction SMILES: C([Li])CCC.[CH3:6][N:7]1[CH:11]=[CH:10][N:9]=[CH:8]1.[Cl:12][Si](CC)(CC)CC.ClC1C=CC([C:27]([C:29]2[CH:30]=[CH:31][C:32]3[C:33]([CH:44]=2)=[C:34]([C:37]2[CH:42]=[CH:41][CH:40]=[C:39](Cl)[CH:38]=2)[O:35][N:36]=3)=[O:28])=CC=1>C1COCC1>[Cl:12][C:40]1[CH:41]=[CH:42][C:37]([C:34]2[O:35][N:36]=[C:32]3[CH:31]=[CH:30][C:29]([CH:27]([C:11]4[N:7]([CH3:6])[CH:8]=[N:9][CH:10]=4)[OH:28])=[CH:44][C:33]=23)=[CH:38][CH:39]=1. Run at temperature -70 celsius, time 45 minute. Procedure: Butyllithium in hexanes (10 ml) was added slowly at −70° C. under N2 flow to a solution of 1-methylimidazole (1.31 g) in THF (30 ml). The mixture was stirred at −70° C. for 45 minutes. Chlorotriethylsilane (2.7 ml) was added. The mixture was allowed to warm to 15° C. and cooled to −70° C. Butyllithium (10 ml) was added slowly. The mixture was stirred at −70° C. for 1 hour, allowed to warm to −15° C. and cooled to −70° C. A solution of intermediate (6-b) (4.9 g) in THF (60 ml) was added. The mixt... Starting materials: O=C1N2[C@H](C=3N(C4=C1C=CC=C4)C=NC3C=O)CCC2 ((S)-11,12,13,13a-tetrahydro-9-oxo-9H-imidazo[1,5-a]pyrrolo[2,1-c][1,4]benzodiazepine-1-carboxaldehyde), Cl.NO (hydroxylamine hydrochloride), O.O.O.O.O.O.O.O.O.O.C([O-])([O-])=O.[Na+].[Na+] (sodium carbonate decahydrate). The solvent is O (water), O (water). Reaction conditions: temperature 70 celsius, time 4 hour. Yields the product O=C1N2[C@H](C=3N(C4=C1C=CC=C4)C=NC3C=NO)CCC2 ((S)-11,12,13,13a-tetrahydro-9-oxo-9H-imidazo[1,5-a]pyrrolo[2,1-c][1,4]benzodiazepine-1-carboxaldehyde-1-oxime). As a reaction SMILES: [O:1]=[C:2]1[C:8]2[CH:9]=[CH:10][CH:11]=[CH:12][C:7]=2[N:6]2[CH:13]=[N:14][C:15]([CH:16]=O)=[C:5]2[C@@H:4]2[CH2:18][CH2:19][CH2:20][N:3]12.Cl.[NH2:22][OH:23].O.O.O.O.O.O.O.O.O.O.C(=O)([O-])[O-].[Na+].[Na+]>O>[O:1]=[C:2]1[C:8]2[CH:9]=[CH:10][CH:11]=[CH:12][C:7]=2[N:6]2[CH:13]=[N:14][C:15]([CH:16]=[N:22][OH:23])=[C:5]2[C@@H:4]2[CH2:18][CH2:19][CH2:20][N:3]12 |f:1.2,3.4.5.6.7.8.9.10.11.12.13.14.15|. Procedure details: A suspension of 2.67 g (10 mmol) of (S)-11,12,13,13a-tetrahydro-9-oxo-9H-imidazo[1,5-a]pyrrolo[2,1-c][1,4]benzodiazepine-1-carboxaldehyde and 0.85 g (12.5 mmol) of hydroxylamine hydrochloride in 60 ml of water is treated dropwise at room temperature with a solution of 3.57 g (12.5 mmol) of sodium carbonate decahydrate in 10 ml of water. The mixture is stirred at 70° C. for 4 hours. After cooling, the separated material is filtered off under suction, washed with water and recrystallised directly ... Reactants: CC1(C)NN(C2C3CC4CC(C3)CC2C4)C1=O, Fc1ccc(CBr)c(F)c1. Product: CC1(C)C(=O)N(C2C3CC4CC(C3)CC2C4)N1Cc1ccc(F)cc1F. Reaction SMILES: [CH:1]12[CH:2]([N:11]3[NH:12][C:13]([CH3:16])([CH3:17])[C:14]3=[O:15])[CH:3]3[CH2:4][CH:5]([CH2:6][CH:7]([CH2:8]1)[CH2:9]3)[CH2:10]2.[F:18][c:19]1[c:20]([CH2:21][Br:22])[cH:23][cH:24][c:25]([F:27])[cH:26]1>>[CH:1]12[CH:2]([N:11]3[N:12]([CH2:21][c:20]4[c:19]([F:18])[cH:26][c:25]([F:27])[cH:24][cH:23]4)[C:13]([CH3:16])([CH3:17])[C:14]3=[O:15])[CH:3]3[CH2:4][CH:5]([CH2:6][CH:7]([CH2:8]1)[CH2:9]3)[CH2:10]2.